Task: describe an organic reaction: reactants, conditions, products, and yield. Dataset: the Open Reaction Database (ORD), a public repository of structured organic reaction records The reactants are Cl.COC([C@@H](NC([C@H](NC)CC1=CC=CC=C1)=O)CC1=CNC2=CC=CC=C12)=O (N-methyl-(D)-phenylalanyl-(L)-tryptophan methyl ester hydrochloride), BrC=1C=C(C(=O)O)C=C(C1)Br (3,5-dibromobenzoic acid), methyl ester. Yields the product BrC=1C=C(C(=O)N([C@H](CC2=CC=CC=C2)C(=O)N[C@@H](CC2=CNC3=CC=CC=C23)C(=O)O)C)C=C(C1)Br (N-(3,5-dibromobenzoyl)-N-methyl-(D)-phenylalanyl-(L)-tryptophan). RXN SMILES: Cl.C[O:3][C:4](=[O:29])[C@H:5]([CH2:19][C:20]1[C:28]2[C:23](=[CH:24][CH:25]=[CH:26][CH:27]=2)[NH:22][CH:21]=1)[NH:6][C:7](=[O:18])[C@@H:8]([CH2:11][C:12]1[CH:17]=[CH:16][CH:15]=[CH:14][CH:13]=1)[NH:9][CH3:10].[Br:30][C:31]1[CH:32]=[C:33]([CH:37]=[C:38]([Br:40])[CH:39]=1)[C:34](O)=[O:35]>>[Br:30][C:31]1[CH:32]=[C:33]([CH:37]=[C:38]([Br:40])[CH:39]=1)[C:34]([N:9]([CH3:10])[C@@H:8]([C:7]([NH:6][C@H:5]([C:4]([OH:3])=[O:29])[CH2:19][C:20]1[C:28]2[C:23](=[CH:24][CH:25]=[CH:26][CH:27]=2)[NH:22][CH:21]=1)=[O:18])[CH2:11][C:12]1[CH:13]=[CH:14][CH:15]=[CH:16][CH:17]=1)=[O:35] |f:0.1|. Reported procedure: Coupling of N-methyl-(D)-phenylalanyl-(L)-tryptophan methyl ester hydrochloride (see example 1) with 3,5-dibromobenzoic acid according to example 12 followed by hydrolysis of the methyl ester moiety according to example 1 gives N-(3,5-dibromobenzoyl)-N-methyl-(D)-phenylalanyl-(L)-tryptophan; FAB-MS m/e 626 (M+H)+. The reactants are COC=1C=C(C=CC1)C(C(=O)O)=CC=CC1=CC=CC=C1 (3-methoxyphenyl-5-phenyl-2,4-pentadienoic acid), N1=CC(=CC=C1)CCCCN (3-pyridinebutanamine). The solvent is O1CCCC1 (tetrahydrofuran). The product is COC1=C(C=CC=C1)/C(=C/C=C/C(=O)NCCCCC=1C=NC=CC1)/C1=CC=CC=C1 ((2E,4E)-5-(methoxyphenyl)-5-phenyl- N-[4-(3-pyridinyl)butyl]-2,4-pentadienamide). Yield: 114.8%. RXN SMILES: [CH3:1][O:2][C:3]1[CH:4]=[C:5]([C:9](=[CH:13][CH:14]=[CH:15][C:16]2[CH:21]=[CH:20][CH:19]=[CH:18][CH:17]=2)C(O)=O)C=CC=1.[N:22]1[CH:27]=[CH:26][CH:25]=[C:24]([CH2:28][CH2:29][CH2:30][CH2:31][NH2:32])[CH:23]=1>O1CCCC1>[CH3:1][O:2][C:3]1[CH:4]=[CH:5][CH:9]=[CH:13][C:14]=1/[C:15](/[C:16]1[CH:17]=[CH:18][CH:19]=[CH:20][CH:21]=1)=[CH:9]/[CH:5]=[CH:4]/[C:3]([NH:32][CH2:31][CH2:30][CH2:29][CH2:28][C:24]1[CH:23]=[N:22][CH:27]=[CH:26][CH:25]=1)=[O:2]. Procedure details: As in Example 134, a solution of (2E,4E)-5-(3-methoxyphenyl-5-phenyl-2,4-pentadienoic acid 4(2.96 g) and 3-pyridinebutanamine (1.107 g) in tetrahydrofuran (15 mL) was stirred for 1 hour at room temperature. After the usual work up, the crude amide was purified by HPLC (ethyl acetate) and then crystallized from ethyl acetate-hexane to provide 2.5 g of (2E,4E)-5-(methoxyphenyl)-5-phenyl- N-[4-(3-pyridinyl)butyl]-2,4-pentadienamide mp 66°-68° C. The reactants are CO, Cl, CC(NC(=O)OC(C)(C)C)C1(O)CN(C(=O)c2ccc(F)c(F)c2Nc2ccc(I)cc2F)C1. Yields the product Cl, CC(N)C1(O)CN(C(=O)c2ccc(F)c(F)c2Nc2ccc(I)cc2F)C1. Reaction SMILES: [CH3:36][OH:37].[ClH:35].[F:1][c:2]1[c:3]([NH:26][c:27]2[c:28]([F:34])[cH:29][c:30]([I:33])[cH:31][cH:32]2)[c:4]([C:9](=[O:10])[N:11]2[CH2:12][C:13]([OH:15])([CH:16]([CH3:17])[NH:18][C:19](=[O:20])[O:21][C:22]([CH3:23])([CH3:24])[CH3:25])[CH2:14]2)[cH:5][cH:6][c:7]1[F:8]>>[ClH:35].[F:1][c:2]1[c:3]([NH:26][c:27]2[c:28]([F:34])[cH:29][c:30]([I:33])[cH:31][cH:32]2)[c:4]([C:9](=[O:10])[N:11]2[CH2:12][C:13]([OH:15])([CH:16]([CH3:17])[NH2:18])[CH2:14]2)[cH:5][cH:6][c:7]1[F:8]. Starting materials: CCO, CN1CCN(Cc2ccc([N+](=O)[O-])cc2)CC1. The product is CN1CCN(Cc2ccc(N)cc2)CC1. Reaction SMILES: [CH3:18][CH2:19][OH:20].[N+:1]([O-:2])(=[O:3])[c:4]1[cH:5][cH:6][c:7]([CH2:10][N:11]2[CH2:12][CH2:13][N:14]([CH3:17])[CH2:15][CH2:16]2)[cH:8][cH:9]1>>[NH2:1][c:4]1[cH:5][cH:6][c:7]([CH2:10][N:11]2[CH2:12][CH2:13][N:14]([CH3:17])[CH2:15][CH2:16]2)[cH:8][cH:9]1. The reactants are C([O-])(O)=O.[Na+] (sodium bicarbonate), C(C)OC(CP(=O)(OCC)OCC)OCC (diethylphosphonoacetaldehyde diethylacetal), BrCC(CO)O (3-bromo-1,2-propanediol), CC=1C=CC(=CC1)S(=O)(=O)O (pTSA). Solvent: C1(=CC=CC=C1)C (toluene). Product: BrC[C@H]1O[C@@H](OC1)CP(=O)(OCC)OCC (trans 4-(bromomethyl)-2-(diethyloxyphosphinoylmethyl)-1,3-dioxolane). The yield is 95.8%. As a reaction SMILES: [CH2:1]([O:3][CH:4]([O:14][CH2:15][CH3:16])[CH2:5][P:6]([O:11][CH2:12][CH3:13])([O:8][CH2:9][CH3:10])=[O:7])C.[Br:17]CC(O)CO.CC1C=CC(S(O)(=O)=O)=CC=1.C(=O)(O)[O-].[Na+]>C1(C)C=CC=CC=1>[Br:17][CH2:16][C@@H:15]1[CH2:1][O:3][C@@H:4]([CH2:5][P:6]([O:8][CH2:9][CH3:10])([O:11][CH2:12][CH3:13])=[O:7])[O:14]1 |f:3.4|. Procedure details: To a solution of diethylphosphonoacetaldehyde diethylacetal (15.00 g, 59.0 mmol) and 3-bromo-1,2-propanediol (11.00 g, 71.0 mmol, 1.2 eq.) in toluene (60 mL) was added pTSA (few cristals). The mixture was stirred at reflux for 72 hr and was cooled to room temperature. A saturated solution of sodium bicarbonate was added and the aqueous phase was extracted with dichloromethane. The organic phase was dried over anhydrous sodium sulphate and evaporated under reduced pressure. The crude material was...